describe an organic reaction: reactants, conditions, products, and yield From a dataset of the Open Reaction Database (ORD), a public repository of structured organic reaction records. The reactants are SC=1SC2=C(N1)C=C(C=C2)OC (2-mercapto-5-methoxybenzothiazole), C1(=CC=C(C=C1)S(=O)(=O)OC)C (methyl p-toluenesulfonate), CN(CC(=O)NC1=CC(=CC=C1)N=C1SC(C(N1C=1OC=CC1)=O)C)C (2-dimethylamino-N-[3-(3-furan-2-yl methyl-4-oxothiazolidin-2-ylideneamino)-phenyl]acetamide). Yields the product CN(CC(=O)NC1=CC(=CC=C1)N=C1SC(C(N1CC=1OC=CC1)=O)=C1SC2=C(N1C)C=C(C=C2)OC)C (2-dimethylamino-N-{3-[3-furan-2-ylmethyl-5-(5-methoxy-3-methyl-3H-benzothiazol-2-ylidene)-4-oxothiazolidin-2-ylideneamino]-phenyl}acetamide). As a reaction SMILES: S[C:2]1[S:3][C:4]2[CH:10]=[CH:9][C:8]([O:11][CH3:12])=[CH:7][C:5]=2[N:6]=1.C1(C)C=CC(S([O:22][CH3:23])(=O)=O)=CC=1.[CH3:25][N:26]([CH3:50])[CH2:27][C:28]([NH:30][C:31]1[CH:36]=[CH:35][CH:34]=[C:33]([N:37]=[C:38]2[N:42]([C:43]3O[CH:45]=[CH:46][CH:47]=3)[C:41](=[O:48])[CH:40]([CH3:49])[S:39]2)[CH:32]=1)=[O:29]>>[CH3:25][N:26]([CH3:50])[CH2:27][C:28]([NH:30][C:31]1[CH:36]=[CH:35][CH:34]=[C:33]([N:37]=[C:38]2[N:42]([CH2:43][C:47]3[O:22][CH:23]=[CH:45][CH:46]=3)[C:41](=[O:48])[C:40](=[C:49]3[N:6]([CH3:2])[C:5]4[CH:7]=[C:8]([O:11][CH3:12])[CH:9]=[CH:10][C:4]=4[S:3]3)[S:39]2)[CH:32]=1)=[O:29]. Reported procedure: In a manner similar to Example 45, 2-mercapto-5-methoxybenzothiazole was alkylated with methyl p-toluenesulfonate and then condensed with 2-dimethylamino-N-[3-(3-furan-2-yl methyl-4-oxothiazolidin-2-ylideneamino)-phenyl]acetamide. MS(ESI): 550 (MH+). Reactants: C(C)(C)(C)OC(=O)NC1CCN(CC1)C1=CC=C(C=C1)NC1=NC=C(C(=N1)C#CC1=C(C=CC=C1)CC(=O)OC)C(F)(F)F (methyl 2-(2-((2-((4-(4-((tert-butoxycarbonyl)amino)piperidin-1-yl)phenyl)amino)-5-(trifluoromethyl)pyrimidin-4-yl)ethynyl)phenyl)acetate). Reagents/catalysts: [OH-].[OH-].[Pd+2] (Pd(OH)2). The solvent is CO (MeOH), CN(C)C=O (DMF), C(C)N(CC)CC (triethylamine). Conditions: time 8 hour. Product: C(C)(C)(C)OC(=O)NC1CCN(CC1)C1=CC=C(C=C1)NC1=NC=C(C(=N1)CCC1=C(C=CC=C1)CC(=O)OC)C(F)(F)F (Methyl 2-(2-(2-(2-((4-(4-((tert-butoxycarbonyl)amino)piperidin-1-yl)phenyl)amino)-5-(trifluoromethyl)pyrimidin-4-yl)ethyl)phenyl)acetate). RXN SMILES: [C:1]([O:5][C:6]([NH:8][CH:9]1[CH2:14][CH2:13][N:12]([C:15]2[CH:20]=[CH:19][C:18]([NH:21][C:22]3[N:27]=[C:26]([C:28]#[C:29][C:30]4[CH:35]=[CH:34][CH:33]=[CH:32][C:31]=4[CH2:36][C:37]([O:39][CH3:40])=[O:38])[C:25]([C:41]([F:44])([F:43])[F:42])=[CH:24][N:23]=3)=[CH:17][CH:16]=2)[CH2:11][CH2:10]1)=[O:7])([CH3:4])([CH3:3])[CH3:2]>CN(C=O)C.C(N(CC)CC)C.CO.[OH-].[OH-].[Pd+2]>[C:1]([O:5][C:6]([NH:8][CH:9]1[CH2:10][CH2:11][N:12]([C:15]2[CH:16]=[CH:17][C:18]([NH:21][C:22]3[N:27]=[C:26]([CH2:28][CH2:29][C:30]4[CH:35]=[CH:34][CH:33]=[CH:32][C:31]=4[CH2:36][C:37]([O:39][CH3:40])=[O:38])[C:25]([C:41]([F:44])([F:42])[F:43])=[CH:24][N:23]=3)=[CH:19][CH:20]=2)[CH2:13][CH2:14]1)=[O:7])([CH3:4])([CH3:2])[CH3:3] |f:4.5.6|. Reported procedure: To a solution of crude methyl 2-(2-((2-((4-(4-((tert-butoxycarbonyl)amino)piperidin-1-yl)phenyl)amino)-5-(trifluoromethyl)pyrimidin-4-yl)ethynyl)phenyl)acetate (I77) in DMF (10 mL) and triethylamine (1 mL) was added 20% Pd(OH)2 (0.92 g) and the resulting suspension was stirred at room temperature overnight under an atmosphere of hydrogen. The reaction mixture was filtered through celite and the filter cake washed with EtOAc (3×75 mL). The combined filtrates were evaporated to dryness to give a b... The reactants are CO, ClC(Cl)Cl, Cc1cc2ccc(O)cc2c(Oc2ccc(C=CC(=O)O)cc2)c1-c1ccc(O)cc1. Yields the product Cc1cc2ccc(O)cc2c(Oc2ccc(CCC(=O)O)cc2)c1-c1ccc(O)cc1. RXN SMILES: [CH3:36][OH:37].[Cl:32][CH:33]([Cl:34])[Cl:35].[OH:1][c:2]1[cH:3][cH:4][c:5]2[cH:6][c:7]([CH3:31])[c:8](-[c:24]3[cH:25][cH:26][c:27]([OH:30])[cH:28][cH:29]3)[c:9]([O:12][c:13]3[cH:14][cH:15][c:16]([CH:19]=[CH:20][C:21](=[O:22])[OH:23])[cH:17][cH:18]3)[c:10]2[cH:11]1>>[OH:1][c:2]1[cH:3][cH:4][c:5]2[cH:6][c:7]([CH3:31])[c:8](-[c:24]3[cH:25][cH:26][c:27]([OH:30])[cH:28][cH:29]3)[c:9]([O:12][c:13]3[cH:14][cH:15][c:16]([CH2:19][CH2:20][C:21](=[O:22])[OH:23])[cH:17][cH:18]3)[c:10]2[cH:11]1. Product: COC(=O)C(Cc1cscn1)NC(=O)C(C)NC(=O)Cc1cc(F)cc(F)c1. Reaction SMILES: [CH3:31][OH:32].[Cl:33][CH2:34][Cl:35].[ClH:18].[F:1][c:2]1[cH:3][c:4]([CH2:9][C:10](=[O:11])[NH:12][CH:13]([CH3:14])[C:15](=[O:16])[OH:17])[cH:5][c:6]([F:8])[cH:7]1.[NH2:19][CH:20]([C:21](=[O:22])[O:23][CH3:24])[CH2:25][c:26]1[n:27][cH:28][s:29][cH:30]1>>[F:1][c:2]1[cH:3][c:4]([CH2:9][C:10](=[O:11])[NH:12][CH:13]([CH3:14])[C:15](=[O:17])[NH:19][CH:20]([C:21](=[O:22])[O:23][CH3:24])[CH2:25][c:26]2[n:27][cH:28][s:29][cH:30]2)[cH:5][c:6]([F:8])[cH:7]1. Starting materials: CO, ClCCl, Cl, CC(NC(=O)Cc1cc(F)cc(F)c1)C(=O)O, COC(=O)C(N)Cc1cscn1. Reactants: C1CCOC1, Cc1cc(N)n[nH]1, CCN(C(C)C)C(C)C, CC(Nc1nc(F)c(F)cc1[N+](=O)[O-])c1ccc(F)cc1. The product is Cc1cc(Nc2nc(NC(C)c3ccc(F)cc3)c([N+](=O)[O-])cc2F)n[nH]1. Reaction SMILES: [CH2:38]1[O:39][CH2:40][CH2:41][CH2:42]1.[CH3:31][c:32]1[cH:33][c:34]([NH2:37])[n:35][nH:36]1.[CH:22]([N:23]([CH2:24][CH3:25])[CH:26]([CH3:27])[CH3:28])([CH3:29])[CH3:30].[F:1][c:2]1[cH:3][c:4]([N+:19](=[O:20])[O-:21])[c:5]([NH:9][CH:10]([CH3:11])[c:12]2[cH:13][cH:14][c:15]([F:18])[cH:16][cH:17]2)[n:6][c:7]1[F:8]>>[F:1][c:2]1[cH:3][c:4]([N+:19](=[O:20])[O-:21])[c:5]([NH:9][CH:10]([CH3:11])[c:12]2[cH:13][cH:14][c:15]([F:18])[cH:16][cH:17]2)[n:6][c:7]1[NH:37][c:34]1[cH:33][c:32]([CH3:31])[nH:36][n:35]1. Reactants: CC(C)(C)OC(=O)N1CCNCC1, CCN=C=NCCCN(C)C, ClC(Cl)Cl, O=C(O)c1cccc(Cl)c1F, Cl, On1nnc2ccccc21. Yields the product CC(C)(C)OC(=O)N1CCN(C(=O)c2cccc(Cl)c2F)CC1. Reaction SMILES: [C:1](=[O:2])([O:3][C:4]([CH3:5])([CH3:6])[CH3:7])[N:8]1[CH2:9][CH2:10][NH:11][CH2:12][CH2:13]1.[CH3:15][N:16]([CH3:17])[CH2:18][CH2:19][CH2:20][N:21]=[C:22]=[N:23][CH2:24][CH3:25].[CH:47]([Cl:48])([Cl:49])[Cl:50].[Cl:36][c:37]1[c:38]([F:46])[c:39]([C:40](=[O:41])[OH:42])[cH:43][cH:44][cH:45]1.[ClH:14].[OH:26][n:27]1[c:28]2[cH:29][cH:30][cH:31][cH:32][c:33]2[n:34][n:35]1>>[C:1](=[O:2])([O:3][C:4]([CH3:5])([CH3:6])[CH3:7])[N:8]1[CH2:9][CH2:10][N:11]([C:40]([c:39]2[c:38]([F:46])[c:37]([Cl:36])[cH:45][cH:44][cH:43]2)=[O:41])[CH2:12][CH2:13]1. Starting materials: C(C)(C)(C)OC(=O)NCCNC(=O)CC1=CC=C(C=C1)C=1CCC(NN1)=O (6-[4-((2-tert.butoxycarbonylaminoethyl)aminocarbonylmethyl)phenyl]4,5-dihydro-3(2H)-pyridazinone), Cl (hydrochloric acid). The solvent is C(C)O (ethanol). Yields the product NCCNC(=O)CC1=CC=C(C=C1)C=1CCC(NN1)=O (6-[4-((2-Aminoethyl)aminocarbonylmethyl)phenyl]-4,5-dihydro-3(2H)-pyridazinone). As a reaction SMILES: C(OC([NH:8][CH2:9][CH2:10][NH:11][C:12]([CH2:14][C:15]1[CH:20]=[CH:19][C:18]([C:21]2[CH2:22][CH2:23][C:24](=[O:27])[NH:25][N:26]=2)=[CH:17][CH:16]=1)=[O:13])=O)(C)(C)C.Cl>C(O)C>[NH2:8][CH2:9][CH2:10][NH:11][C:12]([CH2:14][C:15]1[CH:16]=[CH:17][C:18]([C:21]2[CH2:22][CH2:23][C:24](=[O:27])[NH:25][N:26]=2)=[CH:19][CH:20]=1)=[O:13]. Procedure details: A mixture of 6.8 g (18 mmol) of 6-[4-((2-tert.butoxycarbonylaminoethyl)aminocarbonylmethyl)phenyl]4,5-dihydro-3(2H)-pyridazinone, 25 ml of ethanol and 50 ml of 2N hydrochloric acid is refluxed for about 2 minutes, then the ethanol is distilled off, the aqueous solution is made alkaline with concentrated ammonia solution and finally the precipitate is suction filtered. This product is purified by chromatography on 200 g of silica gel (eluant: dichloromethane/methanol/ammonia=70:30:1). Starting materials: NC1=CC2=C(C(NC3=NC=CC=C23)=O)C=C1 (9-Amino-5H-benzo[c][1,8]naphthyridin-6-one), BrCC=1C=C(C#N)C=CC1 (3-(bromo methyl)benzonitrile). The product is O=C1NC2=NC=CC=C2C2=C1C=CC(=C2)NCC=2C=C(C#N)C=CC2 (3-((6-Oxo-5,6-dihydrobenzo[c][1,8]naphthyridin-9-ylamino)methyl)benzonitrile). Yield: 16.0%. Reaction SMILES: [NH2:1][C:2]1[CH:16]=[CH:15][C:5]2[C:6](=[O:14])[NH:7][C:8]3[C:13]([C:4]=2[CH:3]=1)=[CH:12][CH:11]=[CH:10][N:9]=3.Br[CH2:18][C:19]1[CH:20]=[C:21]([CH:24]=[CH:25][CH:26]=1)[C:22]#[N:23]>>[O:14]=[C:6]1[C:5]2[CH:15]=[CH:16][C:2]([NH:1][CH2:18][C:19]3[CH:20]=[C:21]([CH:24]=[CH:25][CH:26]=3)[C:22]#[N:23])=[CH:3][C:4]=2[C:13]2[C:8](=[N:9][CH:10]=[CH:11][CH:12]=2)[NH:7]1. Reported procedure: The title compound was synthesized according to the procedure described for the preparation of Example 458 using 70 (141 mg, 0.67 mmol) and 3-(bromo methyl)benzonitrile (157 mg, 0.80 mmol) to provide 463 (35 mg, 16% yield) as a white powder. LC-MS (M+H=327, obsd.=327). 1H NMR (400 MHz, DMSO-D6) δ 8.46 (m, 2H), 8.06 (d, J=8.6, 1H), 7.73 (s, 1H), 7.69 (d, J=7.6, 1H), 7.57 (d, J=8.0, 1H), 7.48 (t, J=7.8, 1H), 7.42 (d, J=2.0, 1H), 7.36 (dd, J=4.7, 7.8, 1H), 6.90 (dd, J=2.1, 8.7, 1H), 6.22 (s, 2H), 5...